The task is: describe an organic reaction: reactants, conditions, products, and yield. This data is from the Open Reaction Database (ORD), a public repository of structured organic reaction records. Starting materials: C([O-])(O)=O.[Na+] (sodium bicarbonate), S(=O)(=O)([O-])[O-].[Mg+2] (magnesium sulfate), C(C)(=O)O[BH-](OC(C)=O)OC(C)=O.[Na+] (sodium triacetoxy borohydride), ( 3 ), O=C1CN(C1)C(=O)OCC1=CC=CC=C1 (benzyl 3-oxoazetidine-1-carboxylate), C1(=CC=CC2=CC=CC=C12)[C@@H](C)N ((R)-(+)-1-(1-naphthyl)ethylamine). Run in C(Cl)(Cl)Cl (chloroform), C(C)(=O)O (acetic acid), C(Cl)Cl (methylene chloride). Reaction conditions: time 3 hour. The product is C1(=CC=CC2=CC=CC=C12)[C@@H](C)NC1CN(C1)C(=O)OCC1=CC=CC=C1 (benzyl 3-[(R)-1-(naphthalen-1-yl)ethylamino]azetidine-1-carboxylate). Isolated yield 52.9%. As a reaction SMILES: O=[C:2]1[CH2:5][N:4]([C:6]([O:8][CH2:9][C:10]2[CH:15]=[CH:14][CH:13]=[CH:12][CH:11]=2)=[O:7])[CH2:3]1.[C:16]1([C@H:26]([NH2:28])[CH3:27])[C:25]2[C:20](=[CH:21][CH:22]=[CH:23][CH:24]=2)[CH:19]=[CH:18][CH:17]=1.S([O-])([O-])(=O)=O.[Mg+2].C(O[BH-](OC(=O)C)OC(=O)C)(=O)C.[Na+].C(=O)(O)[O-].[Na+]>C(Cl)Cl.C(Cl)(Cl)Cl.C(O)(=O)C>[C:16]1([C@H:26]([NH:28][CH:2]2[CH2:5][N:4]([C:6]([O:8][CH2:9][C:10]3[CH:15]=[CH:14][CH:13]=[CH:12][CH:11]=3)=[O:7])[CH2:3]2)[CH3:27])[C:25]2[C:20](=[CH:21][CH:22]=[CH:23][CH:24]=2)[CH:19]=[CH:18][CH:17]=1 |f:2.3,4.5,6.7|. Reported procedure: To a solution of 5.0 g of 1-benzohydrylazetidin-3-one dissolved in 75 ml of toluene was added 2.98 ml of benzyloxycarbonyl chloride, and the mixture was stirred at 80° C. for 4 hours. The reaction mixture was evaporated, and then, to the residue were added water and ethyl acetate, the mixture was stirred and the liquids were separated. The organic layer was washed with water and a saturated brine, dried and concentrated. The residue was purified by silica gel column chromatography (hexane:ethyl ... Reactants: BrC1=NC=C(C=C1)Br (2,5-dibromopyridine), O1CC(CC1)CO (tetrahydrofuran-3-methanol), ( b ). The product is O1CC(CC1)COC1=NC=C(C=C1)Br (2-(Tetrahydrofuran-3-ylmethoxy)-5-bromopyridine). As a reaction SMILES: Br[C:2]1[CH:7]=[CH:6][C:5]([Br:8])=[CH:4][N:3]=1.[O:9]1[CH2:13][CH2:12][CH:11]([CH2:14][OH:15])[CH2:10]1>>[O:9]1[CH2:13][CH2:12][CH:11]([CH2:14][O:15][C:2]2[CH:7]=[CH:6][C:5]([Br:8])=[CH:4][N:3]=2)[CH2:10]1. Procedure: Prepared from 2,5-dibromopyridine and tetrahydrofuran-3-methanol by the method of Example 10 (b). Reactants: C(C)N(C(C)C)C(C)C (N-ethyl-N-isopropylpropan-2-amine), ClC1=CC=C(C=C1)C1=C(C=NN1)C(=O)O (5-(4-chlorophenyl)-1H-pyrazole-4-carboxylic acid), CC1CC(CN1)(O)C1=CC=CC=C1 (5-methyl-3-phenylpyrrolidin-3-ol), CN(C)C(=[N+](C)C)ON1C2=C(C=CC=C2)N=N1.[B-](F)(F)(F)F (TBTU). The solvent is CN(C)C=O (DMF). Run at time 2 hour. The product is ClC1=CC=C(C=C1)C1=C(C=NN1)C(=O)N1CC(CC1C)(O)C1=CC=CC=C1 (1-{[5-(4-chlorophenyl)-1H-pyrazol-4-yl]carbonyl}-5-methyl-3-phenylpyrrolidin-3-ol). Yield: 26.2%. RXN SMILES: C(N(C(C)C)C(C)C)C.[Cl:10][C:11]1[CH:16]=[CH:15][C:14]([C:17]2[NH:21][N:20]=[CH:19][C:18]=2[C:22]([OH:24])=O)=[CH:13][CH:12]=1.[CH3:25][CH:26]1[NH:30][CH2:29][C:28]([C:32]2[CH:37]=[CH:36][CH:35]=[CH:34][CH:33]=2)([OH:31])[CH2:27]1.CN(C(ON1N=NC2C=CC=CC1=2)=[N+](C)C)C.[B-](F)(F)(F)F>CN(C=O)C>[Cl:10][C:11]1[CH:12]=[CH:13][C:14]([C:17]2[NH:21][N:20]=[CH:19][C:18]=2[C:22]([N:30]2[CH:26]([CH3:25])[CH2:27][C:28]([C:32]3[CH:37]=[CH:36][CH:35]=[CH:34][CH:33]=3)([OH:31])[CH2:29]2)=[O:24])=[CH:15][CH:16]=1 |f:3.4|. Procedure details: N-ethyl-N-isopropylpropan-2-amine (14 μL, 0.04 mmol) was added to a solution of 5-(4-chlorophenyl)-1H-pyrazole-4-carboxylic acid (11 mg, 0.048 mmol, 1.2 equ.), 5-methyl-3-phenylpyrrolidin-3-ol (7 mg, 0.04 mmol) and TBTU (15 mg, 0.048 mmol, 1.2 equ.) in DMF (0.3 mL) at rt. The reaction mixture was left at rt for 2 h. The crude product was purified by RP-HPLC. After evaporation of the solvents the product was dried in vacuum to yield the title compound (4 mg). MS (ESI, pos. ion) m/z: calcd for C21... Reactants: O=C1NC(C2CCCCC12)C(=O)O (octahydro-3-oxo-1H-isoindole-carboxylic acid), acid, Cl(=O)(=O)(=O)O (perchloric acid). Run in C(C)(=O)OC(C)(C)C (t-butyl acetate), C(C)(=O)OC(C)(C)C (t-butyl acetate). Run at time 2.5 day. Yields the product O=C1NC(C2CCCCC12)C(=O)OC(C)(C)C (t-butyl octahydro-3-oxo-1H-isoindole-1-carboxylate). As a reaction SMILES: [O:1]=[C:2]1[CH:10]2[CH:5]([CH2:6][CH2:7][CH2:8][CH2:9]2)[CH:4]([C:11]([OH:13])=[O:12])[NH:3]1.Cl(O)(=O)(=O)=O>C(OC(C)(C)C)(=O)C>[O:1]=[C:2]1[CH:10]2[CH:5]([CH2:6][CH2:7][CH2:8][CH2:9]2)[CH:4]([C:11]([O:13][C:5]([CH3:10])([CH3:6])[CH3:4])=[O:12])[NH:3]1. Procedure: The intermediate t-butyl octahydro-3-oxo-1H-isoindole-1-carboxylate is prepared from octahydro-3-oxo-1H-isoindole-carboxylic acid (Example 5) as follows. A mixture of 10 g of this acid and 0.4 ml of 70% perchloric acid in 150 ml of t-butyl acetate is allowed to stand for 2.5 days. An additional 50 ml of t-butyl acetate is added and the reaction is allowed to continue for 15 days. The solution is filtered and poured onto 14 g of 50% sodium hydroxide solution and ice. The product is extracted into... Reactants: FC1=C2C=CNC2=C(C=C1)C(=O)O (4-fluoro-1H-indole-7-carboxylic acid), C(C)(C)(C)C1=CC=C(CNCCC2=CC=CC=C2)C=C1 ((4-tert-butyl-benzyl)-2-phenyl-ethyl-amine), C(Cl)Cl (DCM), CCN=C=NCCCN(C)C.Cl (EDC.HCl). Yields the product C(C)(C)(C)C1=CC=C(CN(C(=O)C=2C=CC(=C3C=CNC23)F)CCC2=CC=CC=C2)C=C1 (4-Fluoro-1H-indole-7-carboxylic acid (4-tert-butyl-benzyl)-phenethyl-amide). Isolated yield 81.7%. RXN SMILES: [F:1][C:2]1[CH:10]=[CH:9][C:8]([C:11]([OH:13])=O)=[C:7]2[C:3]=1[CH:4]=[CH:5][NH:6]2.[C:14]([C:18]1[CH:33]=[CH:32][C:21]([CH2:22][NH:23][CH2:24][CH2:25][C:26]2[CH:31]=[CH:30][CH:29]=[CH:28][CH:27]=2)=[CH:20][CH:19]=1)([CH3:17])([CH3:16])[CH3:15].C(Cl)Cl.CCN=C=NCCCN(C)C.Cl>>[C:14]([C:18]1[CH:33]=[CH:32][C:21]([CH2:22][N:23]([CH2:24][CH2:25][C:26]2[CH:31]=[CH:30][CH:29]=[CH:28][CH:27]=2)[C:11]([C:8]2[CH:9]=[CH:10][C:2]([F:1])=[C:3]3[C:7]=2[NH:6][CH:5]=[CH:4]3)=[O:13])=[CH:20][CH:19]=1)([CH3:17])([CH3:15])[CH3:16] |f:3.4|. Procedure: To a solution of 59 mg (0.33 mmol) of 4-fluoro-1H-indole-7-carboxylic acid and 80 mg (0.3 mmol) of (4-tert-butyl-benzyl)-2-phenyl-ethyl-amine in 3 ml DCM 63 mg (0.33 mmol) of EDC.HCl were added and the reaction mixture was stirred over night at rt. The product was purified by column chromatography (20 g silica gel; heptane/EtOAc 4:1) to yield 105 mg (72%) product as a white solid. MS (ISP) 429.6 (M+H)+. Yields the product CCOC(=O)N1CCCC1c1cc2[nH]c(-c3ccccn3)nc2cc1Oc1ccc(F)cc1. Reactants: CCOC(=O)Cl, Fc1ccc(Oc2cc3nc(-c4ccccn4)[nH]c3cc2C2CCCN2)cc1, [Zn], c1ccccc1. Reaction SMILES: [Cl:1][C:2](=[O:3])[O:4][CH2:5][CH3:6].[F:7][c:8]1[cH:9][cH:10][c:11]([O:12][c:13]2[cH:14][c:15]3[c:16]([nH:17][c:18](-[c:20]4[n:21][cH:22][cH:23][cH:24][cH:25]4)[n:19]3)[cH:26][c:27]2[CH:28]2[NH:29][CH2:30][CH2:31][CH2:32]2)[cH:33][cH:34]1.[Zn:35].[cH:36]1[cH:37][cH:38][cH:39][cH:40][cH:41]1>>[C:2](=[O:3])([O:4][CH2:5][CH3:6])[N:29]1[CH:28]([c:27]2[c:13]([O:12][c:11]3[cH:10][cH:9][c:8]([F:7])[cH:34][cH:33]3)[cH:14][c:15]3[c:16]([nH:17][c:18](-[c:20]4[n:21][cH:22][cH:23][cH:24][cH:25]4)[n:19]3)[cH:26]2)[CH2:32][CH2:31][CH2:30]1.